Task: describe an organic reaction: reactants, conditions, products, and yield. Dataset: the Open Reaction Database (ORD), a public repository of structured organic reaction records Starting materials: ClC=1C=C2C=3N(CCO2)C(C(C3C1)(C[N+](=O)[O-])C(C(=O)OCC)C#N)=O (ethyl 2-(8-chloro-2,3-dihydro-6-nitromethyl-5-oxopyrrolo[1,2,3-de]-1,4-benzoxazine-6-yl)-2-cyanoacetate), P(Cl)(Cl)Cl (phosphorous trichloride), O (water). Run in N1=CC=CC=C1 (pyridine). Reaction conditions: time 4.5 hour. Yields the product ClC=1C=C2C=3N(CCO2)C(C(C3C1)(C#N)C(C(=O)OCC)C#N)=O (Ethyl 2-(8-chloro-6-cyano-2,3-dihydro-5-oxopyrrolo[1,2,3-de]-1,4-benzoxazine-6-yl)-2-cyanoacetate), oil. Yield: 33.0%. Reaction SMILES: [Cl:1][C:2]1[CH:3]=[C:4]2[O:9][CH2:8][CH2:7][N:6]3[C:10](=[O:26])[C:11]([CH:18]([C:24]#[N:25])[C:19]([O:21][CH2:22][CH3:23])=[O:20])([CH2:14][N+:15]([O-])=O)[C:12]([CH:13]=1)=[C:5]23.P(Cl)(Cl)Cl.O>N1C=CC=CC=1>[Cl:1][C:2]1[CH:3]=[C:4]2[O:9][CH2:8][CH2:7][N:6]3[C:10](=[O:26])[C:11]([CH:18]([C:24]#[N:25])[C:19]([O:21][CH2:22][CH3:23])=[O:20])([C:14]#[N:15])[C:12]([CH:13]=1)=[C:5]23. Reported procedure: To a solution of ethyl 2-(8-chloro-2,3-dihydro-6-nitromethyl-5-oxopyrrolo[1,2,3-de]-1,4-benzoxazine-6-yl)-2-cyanoacetate (3 g) in pyridine (30 ml) was added phosphorous trichloride (1.6 g) on an ice bath, and stirred at room temperature for 4.5 hours. The reaction mixture was poured into water and extracted with ethyl acetate. After removal of solvent, the title compound was obtained as dark reddish oil (0.9 g, 33%) by purification.